This data is from the Open Reaction Database (ORD), a public repository of structured organic reaction records. The task is: describe an organic reaction: reactants, conditions, products, and yield Starting materials: CC(C)([O-])C.[K+] (Potassium t-butoxide), C(=O)(OC(C)(C)C)N1[C@H](C(=O)O)C[C@H](C1)O (BOC trans-4-hydroxyproline), BrC1=C(C=C2C=CN=C(C2=C1)Cl)OC (7-Bromo-1-chloro-6-methoxyisoquinoline). The solvent is CS(=O)C (DMSO). Conditions: temperature 15 celsius, time 30 minute. The product is Cl.BrC1=C(C=C2C=CN=C(C2=C1)O[C@@H]1C[C@H](NC1)C(=O)OCC)OC (Ethyl (4R)-4-[(7-bromo-6-methoxyisoquinolin-1-yl)oxy]-L-prolinate hydrochloride). The yield is 70.3%. As a reaction SMILES: [CH3:1][C:2](C)([O-])C.[K+].C([N:14]1[CH2:21][C@H:20]([OH:22])[CH2:19][C@H:15]1[C:16]([OH:18])=[O:17])(OC(C)(C)C)=O.[Br:23][C:24]1[CH:33]=[C:32]2[C:27]([CH:28]=[CH:29][N:30]=[C:31]2[Cl:34])=[CH:26][C:25]=1[O:35][CH3:36]>CS(C)=O>[ClH:34].[Br:23][C:24]1[CH:33]=[C:32]2[C:27]([CH:28]=[CH:29][N:30]=[C:31]2[O:22][C@H:20]2[CH2:21][NH:14][C@H:15]([C:16]([O:18][CH2:1][CH3:2])=[O:17])[CH2:19]2)=[CH:26][C:25]=1[O:35][CH3:36] |f:0.1,5.6|. Reported procedure: Potassium t-butoxide (618 mg, 5.5 mmol) was added to a stirred solution of BOC trans-4-hydroxyproline (424 mg, 1.83 mmol) in DMSO (10 mL) at RT. The reaction mixture was stirred for 30 minutes and cooled to 15° C., and the product from Step 3 (500 mg, 1.83 mmol) was added. The reaction mixture was stirred overnight and partitioned between ice-cold 10% citric acid and EtOAc. The organic phase was washed with water and brine, dried over Na2SO4, and the solvent evaporated. The crude product was dis... Starting materials: N1(C=NC=C1)C=1C=C(C=CC1)O (3-(imidazol-1-yl)phenol), C([O-])([O-])=O.[K+].[K+] (potassium carbonate), ClC(C)O (chloroethanol), 27.6, C([O-])([O-])=O.[K+].[K+] (potassium carbonate), ClC(C)O (chloroethanol). Solvent: C(C)C(=O)C (methyl ethyl ketone). The product is N1(C=NC=C1)C=1C=C(OCCO)C=CC1 (2-[3-(1H-Imidazol-1-yl)phenoxy]ethanol). Isolated yield 49.9%. As a reaction SMILES: [N:1]1([C:6]2[CH:7]=[C:8]([OH:12])[CH:9]=[CH:10][CH:11]=2)[CH:5]=[CH:4][N:3]=[CH:2]1.C(=O)([O-])[O-].[K+].[K+].Cl[CH:20]([OH:22])[CH3:21]>C(C(C)=O)C>[N:1]1([C:6]2[CH:7]=[C:8]([CH:9]=[CH:10][CH:11]=2)[O:12][CH2:21][CH2:20][OH:22])[CH:5]=[CH:4][N:3]=[CH:2]1 |f:1.2.3|. Procedure details: A slurry of 16.0 g (0.10 mole) of 3-(imidazol-1-yl)phenol and 42 g (0.3 mole) of potassium carbonate in 100 ml of methyl ethyl ketone was heated to reflux with stirring. The mixture was treated with 25.5 g (0.3 mole) of chloroethanol by dropwise addition over a 2 hr period. The mixture was heated at reflux for an additional 18 hr then treated with an additional 16.1 g (0.2 mole) of chloroethanol and 27.6 (0.2 mol) of potassium carbonate. After an additional 22 hr heating at reflux all starting m... Reactants: C[Si](C1=C(C(=C(O1)C)CO)C1=CC=CC=C1)(C)C (5-trimethylsilyl-4-phenyl-3-hydroxymethyl-2-methylfuran), C[Si](C1=C(C(=C(O1)C)CO)C1=CC=CC=C1)(C)C (5-trimethylsilyl-4-phenyl-3-hydroxymethyl-2-methylfuran), C(CCCCCCCCCCC)(=O)Cl (lauroyl chloride). The solvent is C(C)N(CC)CC (triethylamine). Yields the product C[Si](C1=C(C(=C(O1)C)COC(CCCCCCCCCCC)=O)C1=CC=CC=C1)(C)C (5-trimethylsilyl-4-phenyl-3-dodecoyloxymethyl-2-methylfuran). RXN SMILES: [CH3:1][Si:2]([CH3:18])([CH3:17])[C:3]1[O:7][C:6]([CH3:8])=[C:5]([CH2:9][OH:10])[C:4]=1[C:11]1[CH:16]=[CH:15][CH:14]=[CH:13][CH:12]=1.[C:19](Cl)(=[O:31])[CH2:20][CH2:21][CH2:22][CH2:23][CH2:24][CH2:25][CH2:26][CH2:27][CH2:28][CH2:29][CH3:30]>C(N(CC)CC)C>[CH3:18][Si:2]([CH3:17])([CH3:1])[C:3]1[O:7][C:6]([CH3:8])=[C:5]([CH2:9][O:10][C:19](=[O:31])[CH2:20][CH2:21][CH2:22][CH2:23][CH2:24][CH2:25][CH2:26][CH2:27][CH2:28][CH2:29][CH3:30])[C:4]=1[C:11]1[CH:16]=[CH:15][CH:14]=[CH:13][CH:12]=1. Procedure: 4-Phenyl-5-trimethylsilyl-3-furancarboxaldehyde (Compound 12) is reduced with lithium aluminum hydride to yield the corresponding alcohol (Compound 13), which is thereafter methylated with methyl iodide in the presence of n butyl lithium and lithium chloride in the 5-position of the furan nucleus to yield 5-trimethylsilyl-4-phenyl-3-hydroxymethyl-2-methylfuran (Compound 14). 5-Trimethylsilyl-4-phenyl-3-hydroxymethyl-2-methylfuran (Compound 14) is esterified by treatment with lauroyl chloride in ... Yield: 56.6%. Product: [N+](=O)([O-])C1=CC=C(C=C1)S(=O)(=O)NC=1C=C(C=CC1)O (3-[(4-Nitrophenyl)sulfonyl]aminophenol). Reactants: NC=1C=C(C=CC1)O (3-aminophenol), [N+](=O)([O-])C1=CC=C(C=C1)S(=O)(=O)Cl (p-nitrobenzenesulfonyl chloride), C(C)(=O)O (acetic acid). Procedure details: A mixture of 3-aminophenol (33 g, 0.3 mole) and p-nitrobenzenesulfonyl chloride (66 g, 0.3 mole) in pyridine (350 ml) was heated at 80° on a steam bath for 4 hours. The reaction mixture was poured on ice and acidified with acetic acid. The precipitated product was filtered and recrystallized from isopropanol and gave 50 g (49%) of product which was used in Part B. RXN SMILES: [NH2:1][C:2]1[CH:3]=[C:4]([OH:8])[CH:5]=[CH:6][CH:7]=1.[N+:9]([C:12]1[CH:17]=[CH:16][C:15]([S:18](Cl)(=[O:20])=[O:19])=[CH:14][CH:13]=1)([O-:11])=[O:10].C(O)(=O)C>N1C=CC=CC=1>[N+:9]([C:12]1[CH:13]=[CH:14][C:15]([S:18]([NH:1][C:2]2[CH:3]=[C:4]([OH:8])[CH:5]=[CH:6][CH:7]=2)(=[O:20])=[O:19])=[CH:16][CH:17]=1)([O-:11])=[O:10]. The solvent is N1=CC=CC=C1 (pyridine). The reactants are ClC1=C(C=CC(=C1)Cl)O (2,4-dichlorophenol), N1C=NC=C1 (imidazole), C(C)(C)[Si](C(C)C)(C(C)C)Cl (triisopropylsilyl chloride). The solvent is CN(C=O)C (dimethylformamide), O (water), O (water). Reaction conditions: time 3 hour. The product is ClC1=CC(=C(C=C1)O[Si](C(C)C)(C(C)C)C(C)C)Cl (1,3-dichloro-4-triisopropylsilyloxybenzene). Yield: 81.7%. RXN SMILES: [Cl:1][C:2]1[CH:7]=[C:6]([Cl:8])[CH:5]=[CH:4][C:3]=1[OH:9].N1C=CN=C1.[CH:15]([Si:18](Cl)([CH:22]([CH3:24])[CH3:23])[CH:19]([CH3:21])[CH3:20])([CH3:17])[CH3:16]>CN(C)C=O.O>[Cl:8][C:6]1[CH:5]=[CH:4][C:3]([O:9][Si:18]([CH:22]([CH3:24])[CH3:23])([CH:19]([CH3:21])[CH3:20])[CH:15]([CH3:17])[CH3:16])=[C:2]([Cl:1])[CH:7]=1. Reported procedure: To a mixture of 2,4-dichlorophenol (3.20 g) and imidazole (2.67 g) in dimethylformamide (30 ml) was added triisopropylsilyl chloride (3.97 g) in water bath under nitrogen atmosphere, and the mixture was stirred for 3 hours under the same condition. The mixture was poured into water and extracted with ethyl acetate. The organic layer was washed with water and brine, dried over magnesium sulfate and concentrated in vacuo. The residue was purified by silica gel column chromatography (n-hexane) to g...